This data is from the Open Reaction Database (ORD), a public repository of structured organic reaction records. The task is: describe an organic reaction: reactants, conditions, products, and yield The reactants are N1CCCCC1 (piperidine), FC(C1=C(C(=NO1)C1=CC=C(S1)C(=O)O)C)(F)F (5-(5-Trifluoromethyl-4-methyl-isoxazol-3-yl)-thiophene-2-carboxylic acid), Cl.Cl.Cl.CN1CCN(CC1)C1CNCCC1 (1-Methyl-4-piperidin-3-yl-piperazine, tri-hydrochloride), acid chloride. Solvent: C(C)N(CC)CC (triethylamine), C1CCOC1 (THF), C(C)N(CC)CC (triethylamine). Product: Cl.CN1CCN(CC1)C1CN(CCC1)C(=O)C=1SC(=CC1)C1=NOC(=C1C)C(F)(F)F ([3-(4-Methyl-piperazin-1-yl)-piperidin-1-yl]-[5-(4-methyl-5-trifluoromethyl-isoxazol-3-yl)-thiophen-2-yl]-methanone, hydrochloride). Isolated yield 53.0%. Reaction SMILES: [F:1][C:2]([F:18])([F:17])[C:3]1[O:7][N:6]=[C:5]([C:8]2[S:12][C:11]([C:13]([OH:15])=O)=[CH:10][CH:9]=2)[C:4]=1[CH3:16].[ClH:19].Cl.Cl.[CH3:22][N:23]1[CH2:28][CH2:27][N:26]([CH:29]2[CH2:34][CH2:33][CH2:32][NH:31][CH2:30]2)[CH2:25][CH2:24]1.N1CCCCC1>C(N(CC)CC)C.C1COCC1>[ClH:19].[CH3:22][N:23]1[CH2:28][CH2:27][N:26]([CH:29]2[CH2:34][CH2:33][CH2:32][N:31]([C:13]([C:11]3[S:12][C:8]([C:5]4[C:4]([CH3:16])=[C:3]([C:2]([F:1])([F:18])[F:17])[O:7][N:6]=4)=[CH:9][CH:10]=3)=[O:15])[CH2:30]2)[CH2:25][CH2:24]1 |f:1.2.3.4,8.9|. Procedure: Prepared from 5-(5-Trifluoromethyl-4-methyl-isoxazol-3-yl)-thiophene-2-carboxylic acid and 1-Methyl-4-piperidin-3-yl-piperazine, tri-hydrochloride by the method described in Example 2 Method B reversing the order of addition such that solid acid chloride was added to a THF solution of triethylamine and piperidine derivative. An additional 3 equivalents of triethylamine was used. The reaction mixture was evaporated to an oil, triturated and filtered with the aid of water, then with a saturated aq... Reactants: ClC1=C(C=C(C=C1)NC(=O)C=1C(=NC(=CC1)C(F)(F)F)C)I (N-(4-Chloro-3-iodophenyl)-6-(trifluoromethyl)-2-methylpyridine-3-carboxamide), [Br-].CC1=CC=CC(=N1)[Zn+] (6-methyl-2-pyridylzinc bromide), C1CCOC1 (THF). Product: ClC1=C(C=C(C=C1)NC(=O)C=1C(=NC(=CC1)C(F)(F)F)C)C1=NC=CC=C1C (N-(4-chloro-3-(3-methylpyridin-2-yl)phenyl)-6-(trifluoromethyl)-2-methylpyridine-3-carboxamide). RXN SMILES: [Cl:1][C:2]1[CH:7]=[CH:6][C:5]([NH:8][C:9]([C:11]2[C:12]([CH3:21])=[N:13][C:14]([C:17]([F:20])([F:19])[F:18])=[CH:15][CH:16]=2)=[O:10])=[CH:4][C:3]=1I.[Br-].C[C:25]1[N:30]=[C:29]([Zn+])[CH:28]=[CH:27][CH:26]=1.[CH2:32]1COCC1>>[Cl:1][C:2]1[CH:7]=[CH:6][C:5]([NH:8][C:9]([C:11]2[C:12]([CH3:21])=[N:13][C:14]([C:17]([F:20])([F:19])[F:18])=[CH:15][CH:16]=2)=[O:10])=[CH:4][C:3]=1[C:25]1[C:26]([CH3:32])=[CH:27][CH:28]=[CH:29][N:30]=1 |f:1.2|. Reported procedure: N-(4-Chloro-3-iodophenyl)-6-(trifluoromethyl)-2-methylpyridine-3-carboxamide (142 mg, 0.32 mmol) was used in Procedure B with 6-methyl-2-pyridylzinc bromide (1.75 mL, of a 0.5 M in THF). Purified by silica gel chromatography (5-100% Ethyl acetate/Hexanes) to yield N-(4-chloro-3-(3-methylpyridin-2-yl)phenyl)-6-(trifluoromethyl)-2-methylpyridine-3-carboxamide as a white solid: TLC Rf=0.23 (30% ethyl acetate/hexanes); NMR (CDCl3, 400 MHz) δ 8.81 (bs, 1H), 7.95 (dd, 1H), 7.67 (m, 3H), 7.53 (t, 2H), ...